From a dataset of the Open Reaction Database (ORD), a public repository of structured organic reaction records. describe an organic reaction: reactants, conditions, products, and yield Starting materials: aqueous solution, [OH-].[Na+] (sodium hydroxide), FC1=CC=C(C=C1)CC(=O)N1NCC(C1)OC (2-(4-Fluorophenyl)-1-(4-methoxy-pyrazolidin-1-yl)ethanone), CS(=O)(=O)C1=NC=CC(=N1)C(=O)Cl (2-methylsulfonyl-pyrimidine-4-carbonyl chloride). Run in ClCCl (dichloromethane), C([O-])([O-])=O.[Na+].[Na+] (sodium carbonate). Conditions: time 4 hour. The product is FC1=CC=C(C=C1)CC(=O)N1N(CC(C1)OC)C(=O)C1=NC(=NC=C1)SC (2-(4-fluorophenyl)-1-[4methoxy-2-(2-methylsulfanyl-pyrimidine-4-carbonyl)pyrazolidine-1-yl]-ethanone). As a reaction SMILES: [F:1][C:2]1[CH:7]=[CH:6][C:5]([CH2:8][C:9]([N:11]2[CH2:15][CH:14]([O:16][CH3:17])[CH2:13][NH:12]2)=[O:10])=[CH:4][CH:3]=1.[CH3:18][S:19]([C:22]1[N:27]=[C:26]([C:28](Cl)=[O:29])[CH:25]=[CH:24][N:23]=1)(=O)=O.[OH-].[Na+]>ClCCl.C(=O)([O-])[O-].[Na+].[Na+]>[F:1][C:2]1[CH:7]=[CH:6][C:5]([CH2:8][C:9]([N:11]2[CH2:15][CH:14]([O:16][CH3:17])[CH2:13][N:12]2[C:28]([C:26]2[CH:25]=[CH:24][N:23]=[C:22]([S:19][CH3:18])[N:27]=2)=[O:29])=[O:10])=[CH:4][CH:3]=1 |f:2.3,5.6.7|. Reported procedure: 2-(4-Fluorophenyl)-1-(4-methoxy-pyrazolidin-1-yl)ethanone, 47, (7.67 g, 32.2 mmol) and 2-methylsulfonyl-pyrimidine-4-carbonyl chloride (9.11 g, 48.3 mmol) are dissolved in dichloromethane (150 mL). A 0.5 N aqueous solution of sodium hydroxide (150 mL) is added steadily via addition funnel and the mixture is stirred vigorously at room temperature for 4 hours. The reaction is diluted with 5% aqueous sodium carbonate solution (1 L). The mixture is extracted with dichloromethane (6×200 mL). The comb... Starting materials: CCOC(=O)C=C(C)c1cc(F)c(NC(=O)c2cc([Si](C)(C)C)cc([Si](C)(C)C)c2)cc1F, CCOC(=O)C=C(C)c1ccc(N)cc1F. Yields the product CCOC(=O)C=C(C)c1ccc(NC(=O)c2cc([Si](C)(C)C)cc([Si](C)(C)C)c2)cc1F. RXN SMILES: [CH3:17][Si:18]([c:19]1[cH:20][c:21]([C:22](=[O:23])[NH:24][c:25]2[cH:26][c:27]([F:40])[c:28]([C:32](=[CH:33][C:34](=[O:35])[O:36][CH2:37][CH3:38])[CH3:39])[cH:29][c:30]2[F:31])[cH:41][c:42]([Si:44]([CH3:45])([CH3:46])[CH3:47])[cH:43]1)([CH3:48])[CH3:49].[NH2:1][c:2]1[cH:3][cH:4][c:5]([C:6]([CH3:7])=[CH:8][C:9]([O:10][CH2:11][CH3:12])=[O:13])[c:14]([F:15])[cH:16]1>>[CH3:17][Si:18]([c:19]1[cH:20][c:21]([C:22](=[O:23])[NH:24][c:25]2[cH:26][c:27]([F:40])[c:28]([C:32](=[CH:33][C:34](=[O:35])[O:36][CH2:37][CH3:38])[CH3:39])[cH:29][cH:30]2)[cH:41][c:42]([Si:44]([CH3:45])([CH3:46])[CH3:47])[cH:43]1)([CH3:48])[CH3:49]. The reactants are [BH4-], CO, Cl, [Na+], [Na+], O=C([O-])O, O=C1CCC(n2cccn2)C1. Product: OC1CCC(n2cccn2)C1. Reaction SMILES: [BH4-:12].[CH3:20][OH:21].[ClH:14].[Na+:13].[Na+:19].[O-:15][C:16]([OH:17])=[O:18].[n:1]1([CH:6]2[CH2:7][C:8](=[O:11])[CH2:9][CH2:10]2)[n:2][cH:3][cH:4][cH:5]1>>[n:1]1([CH:6]2[CH2:7][CH:8]([OH:11])[CH2:9][CH2:10]2)[n:2][cH:3][cH:4][cH:5]1. Starting materials: BrC=1C=C(CBr)C=CC1 (3-bromobenzyl bromide), CS(=O)[O-].[Na+] (sodium methanesulfinate). Solvent: CN(C=O)C (dimethylformamide). Reaction conditions: time 0.5 hour. The product is CS(=O)(=O)CC1=CC(=CC=C1)Br ((3-bromophenyl)methyl methyl sulfone). Isolated yield 67.0%. As a reaction SMILES: [Br:1][C:2]1[CH:3]=[C:4]([CH:7]=[CH:8][CH:9]=1)[CH2:5]Br.[CH3:10][S:11]([O-:13])=[O:12].[Na+]>CN(C)C=O>[CH3:10][S:11]([CH2:5][C:4]1[CH:7]=[CH:8][CH:9]=[C:2]([Br:1])[CH:3]=1)(=[O:13])=[O:12] |f:1.2|. Procedure: A solution of 3-bromobenzyl bromide (5.0 g, 20 mmol) in dry dimethylformamide (50 ml) at room temperature under an atmosphere of argon was treated portionwise with sodium methanesulfinate (2.0 g, 20 mmol) with stirring. The mixture was stirred at room temperature for 16 h, and then at 50° C. for 0.5 h. The reaction mix was allowed to cool to room temperature and then partitioned between ethyl acetate and water. The organic layer was separated and dried over sodium sulfate and the solvent removed... The reactants are COC(=O)c1cccc2nc(C(C)Nc3ncnc(N)c3C#N)n(C3CC3)c12, CC(N)c1nc2cccc(C(=O)NC(C)(C)C)c2n1C1CC1. The product is CC(Nc1ncnc(N)c1C#N)c1nc2cccc(C(=O)NC(C)(C)C)c2n1C1CC1. Reaction SMILES: [NH2:1][c:2]1[c:3]([C:27]#[N:28])[c:4]([NH:8][CH:9]([CH3:10])[c:11]2[n:12][c:13]3[c:14]([n:15]2[CH:16]2[CH2:17][CH2:18]2)[c:19]([C:23](=[O:24])[O:25][CH3:26])[cH:20][cH:21][cH:22]3)[n:5][cH:6][n:7]1.[NH2:29][CH:30]([c:31]1[n:32]([CH:33]2[CH2:34][CH2:35]2)[c:36]2[c:37]([C:38](=[O:39])[NH:46][C:47]([CH3:48])([CH3:49])[CH3:50])[cH:40][cH:41][cH:42][c:43]2[n:44]1)[CH3:45]>>[NH2:1][c:2]1[c:3]([C:27]#[N:28])[c:4]([NH:8][CH:9]([CH3:10])[c:11]2[n:12][c:13]3[c:14]([n:15]2[CH:16]2[CH2:17][CH2:18]2)[c:19]([C:23](=[O:24])[NH:46][C:47]([CH3:48])([CH3:49])[CH3:50])[cH:20][cH:21][cH:22]3)[n:5][cH:6][n:7]1. Reactants: BrC=1C(=NC=CC1Cl)C(=O)O (3-bromo-4-chloropyridine-2-carboxylic acid), Cl (HCl), CO (MeOH). Run at time 18 hour. The product is BrC=1C(=NC=CC1Cl)C(=O)OC (Methyl 3-Bromo-4-chloropyridine-2-carboxylate). As a reaction SMILES: [Br:1][C:2]1[C:3]([C:9]([OH:11])=[O:10])=[N:4][CH:5]=[CH:6][C:7]=1[Cl:8].Cl.[CH3:13]O>>[Br:1][C:2]1[C:3]([C:9]([O:11][CH3:13])=[O:10])=[N:4][CH:5]=[CH:6][C:7]=1[Cl:8]. Procedure: To a solution of 3-bromo-4-chloropyridine-2-carboxylic acid (1.75 g, 7.4 mmol) in MeOH was added anhydrous HCl. The resulting mixture was stirred at room temperature for 18 hr. The reaction mixture was concentrated to give a solid, which was partitioned between Et2O and saturated NaHCO3. Organic layer was dried over MgSO4, filtered and concentrated to give a brown residue. This material was purified via flash column chromatography to yield 1.35 g of product as a pale yellow oil. Starting materials: S1C2=C(C=C1)C=C(C=C2)C2=C(C1=CC=C(C=C1C=C2)OC)OC2=CC=C(OCCN1CCCCC1)C=C2 (1-{2-[4-(2-Benzo[b]thiophen-5-yl-6-methoxy-naphthalen-1-yloxy)-phenoxy]-ethyl}-piperidine), C(C)[S-].[Na+] (sodium ethanethiolate). The solvent is CN(C=O)C (dimethylformamide). Reaction conditions: temperature 150 celsius. Product: S1C2=C(C=C1)C=C(C=C2)C=2C(=C1C=CC(=CC1=CC2)O)OC2=CC=C(C=C2)OCCN2CCCCC2 (6-benzo[b]thiophen-5-yl-5-[4-(2-piperidin-1-yl-ethoxy)-phenoxy]-naphthalen-2-ol). Isolated yield 58.8%. Reaction SMILES: [S:1]1[CH:5]=[CH:4][C:3]2[CH:6]=[C:7]([C:10]3[CH:19]=[CH:18][C:17]4[C:12](=[CH:13][CH:14]=[C:15]([O:20]C)[CH:16]=4)[C:11]=3[O:22][C:23]3[CH:37]=[CH:36][C:26]([O:27][CH2:28][CH2:29][N:30]4[CH2:35][CH2:34][CH2:33][CH2:32][CH2:31]4)=[CH:25][CH:24]=3)[CH:8]=[CH:9][C:2]1=2.C([S-])C.[Na+]>CN(C)C=O>[S:1]1[CH:5]=[CH:4][C:3]2[CH:6]=[C:7]([C:10]3[C:11]([O:22][C:23]4[CH:24]=[CH:25][C:26]([O:27][CH2:28][CH2:29][N:30]5[CH2:31][CH2:32][CH2:33][CH2:34][CH2:35]5)=[CH:36][CH:37]=4)=[C:12]4[C:17](=[CH:18][CH:19]=3)[CH:16]=[C:15]([OH:20])[CH:14]=[CH:13]4)[CH:8]=[CH:9][C:2]1=2 |f:1.2|. Reported procedure: Dissolve the compound of Example 50 (240 mg, 0.48 mmol) in dimethylformamide (DMF, 7 mL), add sodium ethanethiolate (EtSNa, 100 mg, 1.19 mmol). Flush the flask with N2 and then heat the reaction mixture to 150° C. Continue to heat the reaction mixture for 0.5 hours, cool to room temperature. Add water (15 mL), and extract the aqueous layer with CH2Cl2 (3×15 mL). Combine the organic layers and dry with Na2SO4, filter, concentrate and purify by flash column chromatography (silica gel, 0-8% MeOH—NH... Starting materials: O (water), Cl.NC1[C@@H]2N(C(=C(CS2)C=C)C(=O)OC(C2=CC=CC=C2)C2=CC=CC=C2)C1=O (benzhydryl 7-amino-3-vinyl-3-cephem-4-carboxylate hydrochloride), BrCC(C(C(=O)Cl)=NOC)(OCC)OCC (4-bromo-3,3-diethoxy-2-methoxyiminobutyryl chloride). The solvent is C(C)(=O)OCC (ethyl acetate), C(C)(=O)OCC (ethyl acetate). Product: BrCC(C(C(=O)NC1[C@@H]2N(C(=C(CS2)C=C)C(=O)OC(C2=CC=CC=C2)C2=CC=CC=C2)C1=O)=NOC)(OCC)OCC (benzhydryl 7-(4-bromo-3,3-diethoxy-2-methoxyiminobutyramido)-3-vinyl-3-cephem-4-carboxylate). Isolated yield 100.6%. RXN SMILES: Cl.[NH2:2][CH:3]1[C:28](=[O:29])[N:5]2[C:6]([C:12]([O:14][CH:15]([C:22]3[CH:27]=[CH:26][CH:25]=[CH:24][CH:23]=3)[C:16]3[CH:21]=[CH:20][CH:19]=[CH:18][CH:17]=3)=[O:13])=[C:7]([CH:10]=[CH2:11])[CH2:8][S:9][C@H:4]12.[Br:30][CH2:31][C:32]([O:43][CH2:44][CH3:45])([O:40][CH2:41][CH3:42])[C:33](=[N:37][O:38][CH3:39])[C:34](Cl)=[O:35].O>C(OCC)(=O)C>[Br:30][CH2:31][C:32]([O:43][CH2:44][CH3:45])([O:40][CH2:41][CH3:42])[C:33](=[N:37][O:38][CH3:39])[C:34]([NH:2][CH:3]1[C:28](=[O:29])[N:5]2[C:6]([C:12]([O:14][CH:15]([C:16]3[CH:21]=[CH:20][CH:19]=[CH:18][CH:17]=3)[C:22]3[CH:23]=[CH:24][CH:25]=[CH:26][CH:27]=3)=[O:13])=[C:7]([CH:10]=[CH2:11])[CH2:8][S:9][C@H:4]12)=[O:35] |f:0.1|. Reported procedure: To a solution of benzhydryl 7-amino-3-vinyl-3-cephem-4-carboxylate hydrochloride (6.4 g) and timethylsilylacetamide (9.8 g) in ethyl acetate (80 ml) was added 4-bromo-3,3-diethoxy-2-methoxyiminobutyryl chloride (syn isomer) (5.0 g) at -20° C. with stirring, and the stirring was continued at -20° to 5° C. for an hour. To the reaction mixture were added ethyl acetate and water, and the separated ethyl acetate solution was washed with a saturated aqueous sodium bicarbonate and an aqueous sodium chl... Starting materials: [Br-], C[Mg+], Clc1nc(Cl)nc(-c2ccccc2)n1, C1CCOC1, C1CCOC1, O. Yields the product Cc1nc(Cl)nc(-c2ccccc2)n1. Reaction SMILES: [Br-:20].[CH3:21][Mg+:22].[Cl:1][c:2]1[n:3][c:4](-[c:9]2[cH:10][cH:11][cH:12][cH:13][cH:14]2)[n:5][c:6]([Cl:8])[n:7]1.[O:15]1[CH2:16][CH2:19][CH2:18][CH2:17]1.[O:24]1[CH2:25][CH2:26][CH2:27][CH2:28]1.[OH2:23]>>[Cl:1][c:2]1[n:3][c:4](-[c:9]2[cH:10][cH:11][cH:12][cH:13][cH:14]2)[n:5][c:6]([CH3:16])[n:7]1. Starting materials: CC1=NC2(CCOc3ccc(Br)cc32)N=C1N, CS(C)=O, [Cu]I, [K+], [K+], N, O=C([O-])[O-], O, O=C(O)C1CC(O)CN1. Product: CC1=NC2(CCOc3ccc(N)cc32)N=C1N. RXN SMILES: [Br:1][c:2]1[cH:3][c:4]2[c:9]([cH:10][cH:11]1)[O:8][CH2:7][CH2:6][C:5]21[N:12]=[C:13]([CH3:17])[C:14]([NH2:16])=[N:15]1.[CH3:34][S:35]([CH3:36])=[O:37].[Cu:39][I:40].[K+:27].[K+:28].[NH3:33].[O-:29][C:30]([O-:31])=[O:32].[OH2:38].[OH:18][CH:19]1[CH2:20][CH:22]([C:23](=[O:24])[OH:25])[NH:21][CH2:26]1>>[c:2]1([NH2:21])[cH:3][c:4]2[c:9]([cH:10][cH:11]1)[O:8][CH2:7][CH2:6][C:5]21[N:12]=[C:13]([CH3:17])[C:14]([NH2:16])=[N:15]1.